The task is: describe an organic reaction: reactants, conditions, products, and yield. This data is from the Open Reaction Database (ORD), a public repository of structured organic reaction records. Reactants: CCOC(=O)CC1CN=C(c2cc3cc(OCCOC)cc(N(C)S(=O)(=O)c4ccccn4)c3[nH]2)S1, CCO, Cl, [Na+], C1CCOC1, [OH-]. The product is COCCOc1cc(N(C)S(=O)(=O)c2ccccn2)c2[nH]c(C3=NCC(CC(=O)O)S3)cc2c1. As a reaction SMILES: [CH3:1][O:2][CH2:3][CH2:4][O:5][c:6]1[cH:7][c:8]2[cH:9][c:10]([C:26]3=[N:30][CH2:29][CH:28]([CH2:31][C:32](=[O:33])[O:34][CH2:35][CH3:36])[S:27]3)[nH:11][c:12]2[c:13]([N:15]([S:16](=[O:17])(=[O:18])[c:19]2[n:20][cH:21][cH:22][cH:23][cH:24]2)[CH3:25])[cH:14]1.[CH3:45][CH2:46][OH:47].[ClH:44].[Na+:38].[O:39]1[CH2:40][CH2:41][CH2:42][CH2:43]1.[OH-:37]>>[CH3:1][O:2][CH2:3][CH2:4][O:5][c:6]1[cH:7][c:8]2[cH:9][c:10]([C:26]3=[N:30][CH2:29][CH:28]([CH2:31][C:32](=[O:33])[OH:34])[S:27]3)[nH:11][c:12]2[c:13]([N:15]([S:16](=[O:17])(=[O:18])[c:19]2[n:20][cH:21][cH:22][cH:23][cH:24]2)[CH3:25])[cH:14]1. The reactants are ClCCCl, [Na+], O=C1CCCc2[nH]ccc21, [OH-], O=S(=O)(Cl)c1ccccc1. Yields the product O=C1CCCc2c1ccn2S(=O)(=O)c1ccccc1. RXN SMILES: [Cl:23][CH2:24][CH2:25][Cl:26].[Na+:2].[O:3]=[C:4]1[c:5]2[cH:6][cH:7][nH:8][c:9]2[CH2:10][CH2:11][CH2:12]1.[OH-:1].[c:13]1([S:19](=[O:20])(=[O:21])[Cl:22])[cH:14][cH:15][cH:16][cH:17][cH:18]1>>[O:3]=[C:4]1[c:5]2[cH:6][cH:7][n:8]([S:19]([c:13]3[cH:14][cH:15][cH:16][cH:17][cH:18]3)(=[O:20])=[O:21])[c:9]2[CH2:10][CH2:11][CH2:12]1. Starting materials: ( 4 ), FC(C(=O)C1=C(C(=CC=C1)C1CCNCC1)F)(F)F (2,2,2-trifluoro-1-(2-fluoro-3-piperidin-4-ylphenyl)ethanone), ( 15 ), C([O-])([O-])=O.[K+].[K+] (potassium carbonate), BrCCOC (1-bromo-2-methoxyethane), ( 6 ). Run in C(C)#N (acetonitrile). Yields the product FC(C(=O)C1=C(C(=CC=C1)C1CCN(CC1)CCOC)F)(F)F (2,2,2-TRIFLUORO-1-{2-FLUORO-3-[1-(2-METHOXYETHYL)PIPERIDIN-4-YL]PHENYL}ETHANONE). RXN SMILES: [F:1][C:2]([F:19])([F:18])[C:3]([C:5]1[CH:10]=[CH:9][CH:8]=[C:7]([CH:11]2[CH2:16][CH2:15][NH:14][CH2:13][CH2:12]2)[C:6]=1[F:17])=[O:4].C(=O)([O-])[O-].[K+].[K+].Br[CH2:27][CH2:28][O:29][CH3:30]>C(#N)C>[F:19][C:2]([F:1])([F:18])[C:3]([C:5]1[CH:10]=[CH:9][CH:8]=[C:7]([CH:11]2[CH2:16][CH2:15][N:14]([CH2:27][CH2:28][O:29][CH3:30])[CH2:13][CH2:12]2)[C:6]=1[F:17])=[O:4] |f:1.2.3|. Procedure details: Preparation according to Example 1: 2,2,2-trifluoro-1-(2-fluoro-3-piperidin-4-ylphenyl)ethanone (0.01 g), acetonitrile (2 ml), potassium carbonate (0.01 g) and 1-bromo-2-methoxyethane (0.01 g). MS m/z (rel. intensity, 70 eV) 333 (M+, 1), 289 (15), 288 (bp), 264 (4), 148 (6). Starting materials: B, C1CCOC1, C1CCOC1, O=C(CCl)c1ccc(F)cc1. The product is OC(CCl)c1ccc(F)cc1. RXN SMILES: [BH3:1].[CH2:18]1[O:19][CH2:20][CH2:21][CH2:22]1.[CH2:2]1[O:3][CH2:4][CH2:5][CH2:6]1.[Cl:7][CH2:8][C:9](=[O:10])[c:11]1[cH:12][cH:13][c:14]([F:17])[cH:15][cH:16]1>>[Cl:7][CH2:8][CH:9]([OH:10])[c:11]1[cH:12][cH:13][c:14]([F:17])[cH:15][cH:16]1. Starting materials: CN(C=CC(=O)C=1C=C(C(=O)OC)C=CC1)C (methyl 3-(3-dimethylaminopropenoyl)benzoate), CC(=O)O.C(=N)N (formamidine-acetate), C[O-].[Na+] (sodium methoxide). Solvent: CO (methanol). Yields the product N1=CN=C(C=C1)C=1C=C(C(=O)OC)C=CC1 (methyl 3-(pyrimidin-4-yl)benzoate). Isolated yield 62.2%. As a reaction SMILES: [CH3:1][N:2](C)[CH:3]=[CH:4][C:5]([C:7]1[CH:8]=[C:9]([CH:14]=[CH:15][CH:16]=1)[C:10]([O:12][CH3:13])=[O:11])=O.CC(O)=O.C(N)=[NH:23].C[O-].[Na+]>CO>[N:2]1[CH:3]=[CH:4][C:5]([C:7]2[CH:8]=[C:9]([CH:14]=[CH:15][CH:16]=2)[C:10]([O:12][CH3:13])=[O:11])=[N:23][CH:1]=1 |f:1.2,3.4|. Procedure: The mixture of methyl 3-(3-dimethylaminopropenoyl)benzoate (1.4 g), formamidine-acetate (2.8 g) and 28% methanolic sodium methoxide (5.2 ml) in methanol (38 ml) was heated under reflux for 64 hours under stirring. The solvent was removed by concentration and to the residue was added water. The mixture was adjusted to pH 9 with 20% aqueous potassium carbonate solution and the mixture was extracted with ethyl acetate. The extract layer was washed with brine, dried over magnesium sulfate and evapor... Starting materials: C(C)OC(=O)C1=CC=C2C(=C(N(C2=C1)CC=1OC=CN1)C(C)C)C(=O)O (6-(ethoxycarbonyl)-2-isopropyl-1-(oxazol-2-ylmethyl)-1H-indole-3-carboxylic acid), C(CCl)Cl (EDC), FC=1C=C(CN)C=CC1F (3,4-difluorobenzyl amine), C(C)OC(=O)C1=CC=C2C(=C(N(C2=C1)CC=1OC=CN1)C(C)C)C(=O)O (6-(ethoxycarbonyl)-2-isopropyl-1-(oxazol-2-ylmethyl)-1H-indole-3-carboxylic acid). Reagents/catalysts: CN(C)C=1C=CN=CC1 (DMAP). The solvent is C(Cl)Cl (CH2Cl2). The product is FC=1C=C(CNC(=O)C2=C(N(C3=CC(=CC=C23)C(=O)OCC)CC=2OC=CN2)C(C)C)C=CC1F (Ethyl 3-(3,4-Difluorobenzylcarbamoyl)-2-isopropyl-1-(oxazol-2-ylmethyl)-1H-indole-6-carboxylate). As a reaction SMILES: [CH2:1]([O:3][C:4]([C:6]1[CH:14]=[C:13]2[C:9]([C:10]([C:24]([OH:26])=O)=[C:11]([CH:21]([CH3:23])[CH3:22])[N:12]2[CH2:15][C:16]2[O:17][CH:18]=[CH:19][N:20]=2)=[CH:8][CH:7]=1)=[O:5])[CH3:2].C(Cl)CCl.[F:31][C:32]1[CH:33]=[C:34]([CH:37]=[CH:38][C:39]=1[F:40])[CH2:35][NH2:36]>C(Cl)Cl.CN(C1C=CN=CC=1)C>[F:31][C:32]1[CH:33]=[C:34]([CH:37]=[CH:38][C:39]=1[F:40])[CH2:35][NH:36][C:24]([C:10]1[C:9]2[C:13](=[CH:14][C:6]([C:4]([O:3][CH2:1][CH3:2])=[O:5])=[CH:7][CH:8]=2)[N:12]([CH2:15][C:16]2[O:17][CH:18]=[CH:19][N:20]=2)[C:11]=1[CH:21]([CH3:23])[CH3:22])=[O:26]. Procedure details: Following General Procedure E, 6-(ethoxycarbonyl)-2-isopropyl-1-(oxazol-2-ylmethyl)-1H-indole-3-carboxylic acid (Compound 42, 244 mg, 0.685 mmol) in CH2Cl2 (12 ml) was added EDC (262 mg, 1.37 mmol) and DMAP (125 mg, 1.03 mmol), followed by 3,4-difluorobenzyl amine (197 mg, 1.03 mmol). The crude material was purified by chromatography on silica gel (0→50% EtOAc-hexanes) to yield the title compound as a white solid. The reactants are CO, COC=O, [N-]=[N+]=[N-], [Na+], O, c1ccc(CCCCCCCOCC2CO2)cc1. Yields the product [N-]=[N+]=NCC(O)COCCCCCCCc1ccccc1. Reaction SMILES: [CH3:27][OH:28].[CH:23]([O:24][CH3:25])=[O:26].[N-:20]=[N+:21]=[N-:22].[Na+:19].[OH2:29].[c:1]1([CH2:7][CH2:8][CH2:9][CH2:10][CH2:11][CH2:12][CH2:13][O:14][CH2:15][CH:16]2[O:17][CH2:18]2)[cH:2][cH:3][cH:4][cH:5][cH:6]1>>[c:1]1([CH2:7][CH2:8][CH2:9][CH2:10][CH2:11][CH2:12][CH2:13][O:14][CH2:15][CH:16]([OH:17])[CH2:18][N:20]=[N+:21]=[N-:22])[cH:2][cH:3][cH:4][cH:5][cH:6]1. Starting materials: O=C([O-])[O-], CCOC(C)=O, O=C(Cl)OCc1ccccc1, [K+], [K+], O, NC1CCCC(O)C1. The product is O=C(NC1CCCC(O)C1)OCc1ccccc1. Reaction SMILES: [C:9](=[O:10])([O-:11])[O-:12].[CH3:15][CH2:16][O:17][C:18](=[O:19])[CH3:20].[Cl:21][C:22](=[O:23])[O:24][CH2:25][c:26]1[cH:27][cH:28][cH:29][cH:30][cH:31]1.[K+:13].[K+:14].[OH2:32].[OH:1][CH:2]1[CH2:3][CH:4]([NH2:8])[CH2:5][CH2:6][CH2:7]1>>[OH:1][CH:2]1[CH2:3][CH:4]([NH:8][C:22](=[O:23])[O:24][CH2:25][c:26]2[cH:27][cH:28][cH:29][cH:30][cH:31]2)[CH2:5][CH2:6][CH2:7]1. Reactants: [Br-], CCOC(=O)CO[Si](c1ccccc1)(c1ccccc1)C(C)(C)C, CC[Mg+], [Cl-], [NH4+], C1CCOC1. Yields the product CC(C)(C)[Si](OCC1(O)CC1)(c1ccccc1)c1ccccc1. As a reaction SMILES: [Br-:25].[C:1]([CH3:2])([CH3:3])([CH3:4])[Si:5]([O:6][CH2:7][C:8](=[O:9])[O:10][CH2:11][CH3:12])([c:13]1[cH:14][cH:15][cH:16][cH:17][cH:18]1)[c:19]1[cH:20][cH:21][cH:22][cH:23][cH:24]1.[CH2:26]([CH3:27])[Mg+:28].[Cl-:29].[NH4+:30].[O:31]1[CH2:32][CH2:33][CH2:34][CH2:35]1>>[C:1]([CH3:2])([CH3:3])([CH3:4])[Si:5]([O:6][CH2:7][C:8]1([OH:9])[CH2:26][CH2:27]1)([c:13]1[cH:14][cH:15][cH:16][cH:17][cH:18]1)[c:19]1[cH:20][cH:21][cH:22][cH:23][cH:24]1.